Dataset: the Open Reaction Database (ORD), a public repository of structured organic reaction records. Task: describe an organic reaction: reactants, conditions, products, and yield The reactants are C1CCOC1, CN1C(=O)CCC2(C)c3ccc(Br)cc3CCC12, ClC(Cl)Cl, OB(O)c1ccc(F)c(C(F)(F)F)c1, [Na+], [Na+], O=C([O-])[O-], [Pd], c1ccc(P(c2ccccc2)c2ccccc2)cc1, c1ccc(P(c2ccccc2)c2ccccc2)cc1, c1ccc(P(c2ccccc2)c2ccccc2)cc1, c1ccc(P(c2ccccc2)c2ccccc2)cc1. Yields the product CN1C(=O)CCC2(C)c3ccc(-c4ccc(F)c(C(F)(F)F)c4)cc3CCC12. As a reaction SMILES: [CH2:39]1[O:40][CH2:41][CH2:42][CH2:43]1.[CH3:1][N:2]1[C:3](=[O:18])[CH2:4][CH2:5][C:6]2([CH3:17])[c:7]3[c:8]([cH:12][c:13]([Br:16])[cH:14][cH:15]3)[CH2:9][CH2:10][CH:11]12.[CH:44]([Cl:45])([Cl:46])[Cl:47].[F:19][c:20]1[c:21]([C:29]([F:30])([F:31])[F:32])[cH:22][c:23]([B:26]([OH:27])[OH:28])[cH:24][cH:25]1.[Na+:33].[Na+:34].[O-:35][C:36](=[O:37])[O-:38].[Pd:48].[c:106]1([P:107]([c:108]2[cH:109][cH:110][cH:111][cH:112][cH:113]2)[c:114]2[cH:115][cH:116][cH:117][cH:118][cH:119]2)[cH:120][cH:121][cH:122][cH:123][cH:124]1.[c:49]1([P:50]([c:51]2[cH:52][cH:53][cH:54][cH:55][cH:56]2)[c:57]2[cH:58][cH:59][cH:60][cH:61][cH:62]2)[cH:63][cH:64][cH:65][cH:66][cH:67]1.[c:68]1([P:69]([c:70]2[cH:71][cH:72][cH:73][cH:74][cH:75]2)[c:76]2[cH:77][cH:78][cH:79][cH:80][cH:81]2)[cH:82][cH:83][cH:84][cH:85][cH:86]1.[c:87]1([P:88]([c:89]2[cH:90][cH:91][cH:92][cH:93][cH:94]2)[c:95]2[cH:96][cH:97][cH:98][cH:99][cH:100]2)[cH:101][cH:102][cH:103][cH:104][cH:105]1>>[CH3:1][N:2]1[C:3](=[O:18])[CH2:4][CH2:5][C:6]2([CH3:17])[c:7]3[c:8]([cH:12][c:13](-[c:23]4[cH:22][c:21]([C:29]([F:30])([F:31])[F:32])[c:20]([F:19])[cH:25][cH:24]4)[cH:14][cH:15]3)[CH2:9][CH2:10][CH:11]12. Starting materials: BrC1=CC(=C(C=C1)OC1=CC=CC=C1)[N+](=O)[O-] (4-bromo-2-nitro-1-phenoxybenzene), O(C1=CC=CC=C1)C1=C(C#N)C=C(C=C1)B1OC(C(O1)(C)C)(C)C (2-phenoxy-5-(4,4,5,5-tetramethyl-1,3,2-dioxaborolane-2-yl)benzonitrile), CO[C@H]1[C@@H](C[C@@H]2CN3CCC4=C([C@H]3C[C@@H]2[C@@H]1C(=O)OC)NC5=C4C=CC(=C5)OC)OC(=O)C6=CC(=C(C(=C6)OC)OC)OC (Hypersil). Run in C(C)#N (acetonitrile). Yields the product C1(=CC=CC=C1)OC1=C(C=C(C=C1)B1OC(C(O1)(C)C)(C)C)[N+](=O)[O-] (2-Nitro-4-(4,4,5,5-tetrametyl-1,3,2-dioxaborolan-2-yl)phenyl Phenyl Ether). Reaction SMILES: Br[C:2]1[CH:7]=[CH:6][C:5]([O:8][C:9]2[CH:14]=[CH:13][CH:12]=[CH:11][CH:10]=2)=[C:4]([N+:15]([O-:17])=[O:16])[CH:3]=1.O(C1C=CC([B:33]2[O:37][C:36]([CH3:39])([CH3:38])[C:35]([CH3:41])([CH3:40])[O:34]2)=CC=1C#N)C1C=CC=CC=1.CO[C@@H]1[C@@H](C(OC)=O)[C@@H]2[C@@H](CN3[C@H](C2)C2NC4C=C(OC)C=CC=4C=2CC3)C[C@H]1OC(C1C=C(OC)C(OC)=C(OC)C=1)=O>C(#N)C>[C:9]1([O:8][C:5]2[CH:6]=[CH:7][C:2]([B:33]3[O:37][C:36]([CH3:39])([CH3:38])[C:35]([CH3:41])([CH3:40])[O:34]3)=[CH:3][C:4]=2[N+:15]([O-:17])=[O:16])[CH:14]=[CH:13][CH:12]=[CH:11][CH:10]=1. Procedure: The title compound was prepared in a 56% from 4-bromo-2-nitro-1-phenoxybenzene in a similar manner to that described for the preparation 2-phenoxy-5-(4,4,5,5-tetramethyl-1,3,2-dioxaborolane-2-yl)benzonitrile: 1H NMR (DMSO-d6, 400 MHz) δ 8.19(d, 1H), 7.91(d, 1H), 7.46(t, 2H), 7.27(t, 1H), 7.14(d, 2H), 7.06(d, 1H), 1.31(s, 12H); RP-HPLC (Hypersil HS, 5 μm, 100 A 4.6×250 mm; 25%-100% acetonitrile—0.05 M ammonium acetate over 10 min, 1 ml/min) tr 14.02 min. The reactants are ClCCl, CS(=O)(=O)Cl, CCOCC, CO, COc1ccc(F)cc1C(C)(C)CC(O)(CO)C(F)(F)F, [K+], [K+], O=C([O-])[O-], c1ccncc1. The product is COc1ccc(F)cc1C(C)(C)CC1(C(F)(F)F)CO1. Reaction SMILES: [CH2:39]([Cl:40])[Cl:41].[CH3:28][S:29](=[O:30])(=[O:31])[Cl:32].[CH3:42][CH2:43][O:44][CH2:45][CH3:46].[CH3:47][OH:48].[F:1][c:2]1[cH:3][cH:4][c:5]([O:20][CH3:21])[c:6]([C:8]([CH2:9][C:10]([CH2:11][OH:12])([OH:13])[C:14]([F:15])([F:16])[F:17])([CH3:18])[CH3:19])[cH:7]1.[K+:33].[K+:34].[O-:35][C:36]([O-:37])=[O:38].[cH:22]1[cH:23][cH:24][n:25][cH:26][cH:27]1>>[F:1][c:2]1[cH:3][cH:4][c:5]([O:20][CH3:21])[c:6]([C:8]([CH2:9][C:10]2([C:14]([F:15])([F:16])[F:17])[CH2:11][O:13]2)([CH3:18])[CH3:19])[cH:7]1. Reactants: P(=O)(OC[C@H]1O[C@H]([C@@H]2OC(O[C@@H]21)(C)C)N2C(C(=NC=C2)C(=O)N)=O)(OCC2=CC=CC=C2)OCC2=CC=CC=C2 ({(3aR,4R,6R,6aR)-6-[3-(aminocarbonyl)-2-oxo-1(2H)-pyrazinyl]-2,2-dimethyltetrahydrofuro[3,4-d][1,3]dioxol-4-yl]methyl dibenzyl phosphate), ice. The solvent is aqueous solution, FC(C(=O)O)(F)F (trifluoroacetic acid). Yields the product P(=O)(OC[C@H]1O[C@H]([C@@H]([C@@H]1O)O)N1C(C(=NC=C1)C(=O)N)=O)(O)O ({(2R,3S,4R,5R)-5-[3-(aminocarbonyl)-2-oxo-1(2H)-pyrazinyl]-3,4-dihydroxytetrahydro-2-furanyl}methyl dihydrogen phosphate). Yield: 40.7%. As a reaction SMILES: [P:1]([O:33]CC1C=CC=CC=1)([O:25]CC1C=CC=CC=1)([O:3][CH2:4][C@@H:5]1[C@@H:12]2[C@@H:8]([O:9]C(C)(C)[O:11]2)[C@H:7]([N:15]2[CH:20]=[CH:19][N:18]=[C:17]([C:21]([NH2:23])=[O:22])[C:16]2=[O:24])[O:6]1)=[O:2]>FC(F)(F)C(O)=O>[P:1]([OH:33])([OH:25])([O:3][CH2:4][C@@H:5]1[C@@H:12]([OH:11])[C@@H:8]([OH:9])[C@H:7]([N:15]2[CH:20]=[CH:19][N:18]=[C:17]([C:21]([NH2:23])=[O:22])[C:16]2=[O:24])[O:6]1)=[O:2]. Reported procedure: In 3 mL of 90% aqueous solution of trifluoroacetic acid was dissolved 60 mg of {(3aR,4R,6R,6aR)-6-[3-(aminocarbonyl)-2-oxo-1(2H)-pyrazinyl]-2,2-dimethyltetrahydrofuro[3,4-d][1,3]dioxol-4-yl]methyl dibenzyl phosphate at an ice-cooled temperature. After stirring the solution thus obtained at the same temperature as above for 30 minutes and further at room temperature for 2 hours, the solvent was removed under reduced pressure. Diethyl ether was added to the residue thus obtained, and the solid pro... The reactants are CC(=O)OC(=O)C (Ac2O), C[C@]12CC[C@@H]3C=4C=CC(=CC4CC[C@H]3[C@@H]1CC[C@@H]2O)O (estradiol), N1=CC=CC=C1 (pyridine), CO (MeOH). Reaction conditions: time 8 hour. The product is C(C)(=O)OC1=CC=2CC[C@H]3[C@@H]4CC[C@@H]([C@@]4(C)CC[C@@H]3C2C=C1)OC(C)=O (Estra-1,3,5(10)-triene-3,17β-diol diacetate). As a reaction SMILES: [CH3:1][C:2]([O:4][C:5]([CH3:7])=[O:6])=O.[CH3:8][C@@:9]12[C@@H:25]([OH:26])[CH2:24][CH2:23][C@H:22]1[C@H:21]1[C@@H:12]([C:13]3[CH:14]=[CH:15]C(O)=C[C:18]=3[CH2:19][CH2:20]1)[CH2:11][CH2:10]2.C[OH:29].N1[CH:35]=[CH:34]C=CC=1>>[C:5]([O:4][C:2]1[CH:15]=[CH:14][C:13]2[C@@H:12]3[C@H:21]([C@H:22]4[C@@:9]([CH2:10][CH2:11]3)([CH3:8])[C@@H:25]([O:26][C:34](=[O:29])[CH3:35])[CH2:24][CH2:23]4)[CH2:20][CH2:19][C:18]=2[CH:1]=1)(=[O:6])[CH3:7]. Procedure: Under an N2-atmosphere, Ac2O (375 ml, 3.993 mol) was added dropwise during 20 min to a solution of estradiol (150 g, 0.551 mol) in pyridine (1500 ml). The clear colorless solution obtained was stirred at RT overnight. The reaction mixture was then cooled to 0° C. and MeOH (375 ml) was added dropwise during 25 min. The reaction mixture was stirred at 0° C. for 2 h, then allowed to warm to RT and concentrated in vacuo. The residue was recrystallized from hot MeOH to yield (C2-2) (176 g, 90%) as wh... Reactants: ClC(=O)OCC (ethyl chloroformate), C(C1=CC=CC=C1)N(CC(=O)N1[C@H](C(=O)O)CCC1)C(=O)OCC1=CC=CC=C1 (benzyl N-benzyloxycarbonyl-glycyl-L-proline), C(C)(C)N(CC)C(C)C (diisopropylethylamine), C(C)(C)N(CC)C(C)C (diisopropylethylamine), C1(=CC=C(C=C1)S(=O)(=O)O)C.C(C1=CC=CC=C1)OC([C@@H](N)CCC)=O (L-Norvaline benzyl ester p-toluenesulphonate). The solvent is ClCCl (dichloromethane), ClCCl (dichloromethane). Run at temperature 0 celsius, time 5 minute. Product: C(C1=CC=CC=C1)OC([C@@H](NC([C@H]1N(CCC1)C(CNC(=O)OCC1=CC=CC=C1)=O)=O)CCC)=O (N-Benzyloxycarbonyl-glycyl-L-prolyl-L-norvaline benzyl ester). The yield is 77.9%. Reaction SMILES: C([N:8]([C:20]([O:22][CH2:23][C:24]1[CH:29]=[CH:28][CH:27]=[CH:26][CH:25]=1)=[O:21])[CH2:9][C:10]([N:12]1[CH2:19][CH2:18][CH2:17][C@H:13]1[C:14]([OH:16])=O)=[O:11])C1C=CC=CC=1.C(N(C(C)C)CC)(C)C.ClC(OCC)=O.C1(C)C=CC(S(O)(=O)=O)=CC=1.[CH2:56]([O:63][C:64](=[O:70])[C@H:65]([CH2:67][CH2:68][CH3:69])[NH2:66])[C:57]1[CH:62]=[CH:61][CH:60]=[CH:59][CH:58]=1>ClCCl>[CH2:56]([O:63][C:64](=[O:70])[C@H:65]([CH2:67][CH2:68][CH3:69])[NH:66][C:14](=[O:16])[C@@H:13]1[CH2:17][CH2:18][CH2:19][N:12]1[C:10](=[O:11])[CH2:9][NH:8][C:20]([O:22][CH2:23][C:24]1[CH:25]=[CH:26][CH:27]=[CH:28][CH:29]=1)=[O:21])[C:57]1[CH:62]=[CH:61][CH:60]=[CH:59][CH:58]=1 |f:3.4|. Procedure: To a stirred solution of benzyl N-benzyloxycarbonyl-glycyl-L-proline 3 (0.4 g, 1.3 mmol) under nitrogen in dry dichloromethane (20 cm3) was added diisopropylethylamine (0.31 cm3, 1.76 mmol). The suspension was stirred for 5 min (a solution was obtained), cooled to 0° C. and ethyl chloroformate (0.166 cm3, 1.73 mol) was added. After 45 min a solution of diisopropylethylamine (0.31 cm3, 1.76 mmol) and p-toluenesulphonate 2 (0.644 g, 1.70 mmol) in dry dichloromethane (20 cm3) was added dropwise ove...